Dataset: the Open Reaction Database (ORD), a public repository of structured organic reaction records. Task: describe an organic reaction: reactants, conditions, products, and yield Reactants: Cl.Cl.N1CCC(CC1)N1C(NC2=NC=CC=C21)=O (1-piperidin-4-yl-1,3-dihydro-imidazo[4,5-b]pyridin-2-one-dihydrochloride), BrC1=NC=CC(=N1)Br (2,4-dibromo-pyrimidine), CCN(C(C)C)C(C)C (DIPEA). The reagents and catalysts are CN(C)C=1C=CN=CC1 (DMAP). The solvent is C(C)O (ethanol). Yields the product BrC1=NC=CC(=N1)N1CCC(CC1)N1C(NC2=NC=CC=C21)=O (1-[1-(2-bromo-pyrimidin-4-yl)-piperidin-4-yl]-1,3-dihydro-imidazo[4,5-b]-pyridin-2-one). RXN SMILES: Cl.Cl.[NH:3]1[CH2:8][CH2:7][CH:6]([N:9]2[C:17]3[C:12](=[N:13][CH:14]=[CH:15][CH:16]=3)[NH:11][C:10]2=[O:18])[CH2:5][CH2:4]1.[Br:19][C:20]1[N:25]=[C:24](Br)[CH:23]=[CH:22][N:21]=1.CCN(C(C)C)C(C)C>CN(C1C=CN=CC=1)C.C(O)C>[Br:19][C:20]1[N:25]=[C:24]([N:3]2[CH2:4][CH2:5][CH:6]([N:9]3[C:17]4[C:12](=[N:13][CH:14]=[CH:15][CH:16]=4)[NH:11][C:10]3=[O:18])[CH2:7][CH2:8]2)[CH:23]=[CH:22][N:21]=1 |f:0.1.2|. Procedure details: 1.4 g (4.8 mmol) 1-piperidin-4-yl-1,3-dihydro-imidazo[4,5-b]pyridin-2-one-dihydrochloride, 1.1 g (4.8 mmol) 2,4-dibromo-pyrimidine, a spatula tip of DMAP and 3.3 mL (19.1 mmol) DIPEA in 35 mL ethanol were stirred at RT. After the reaction had ended the precipitate was suction filtered, washed with a little ethanol and dried. Reactants: resultant mixture, O (Water), CCN=C=NCCCN(C)C.Cl (EDCl), C(C)(C)(C)OC(C(CC(=O)O)(C)C)=O (4-tert-butoxy-3,3-dimethyl-4-oxobutanoic acid), ClC=1C=C(C=CC1)[C@H](C)NC(\C=C\[C@]12C([C@H]3CC[C@@H]4[C@]5(CC[C@@H](C([C@@H]5CC[C@]4([C@@]3(CC1)C)C)(C)C)O)C)=C(CC2)C(C)C)=O ((E)-N—((S)-1-(3-Chlorophenyl)ethyl)-3-((3aR,5aR,5bR,7aR,9S,11aR,11bR,13aS)-9-hydroxy-1-isopropyl-5a,5b,8,8,11a-pentamethyl-3,3a,4,5,5a,5b,6,7,7a,8,9,10,11,11a,11b,12,13,13a-octadecahydro-2H-cyclopenta[a]chrysen-3a-yl)acrylamide). Reagents/catalysts: CN(C)C=1C=CN=CC1 (DMAP). Run in C(Cl)Cl (DCM). Yields the product CC(C(=O)OC(C)(C)C)(CC(=O)O[C@@H]1C([C@@H]2CC[C@]3([C@@]4(CC[C@@]5(C([C@H]4CC[C@@H]3[C@]2(CC1)C)=C(CC5)C(C)C)\C=C\C(=O)N[C@@H](C)C5=CC(=CC=C5)Cl)C)C)(C)C)C (1-tert-Butyl 4-((3aR,5aR,5bR,7aR,9S,11aR,11bR,13aS)-3a-((E)-3-(((S)-1-(3-chlorophenyl)ethyl)amino)-3-oxoprop-1-en-1-yl)-1-isopropyl-5a,5b,8,8,11a-pentamethyl-3,3a,4,5,5a,5b,6,7,7a,8,9,10,11,11a,11b,12,13,13a-octadecahydro-2H-cyclopenta[a]chrysen-9-yl) 2,2-dimethylsuccinate). Reaction SMILES: [C:1]([O:5][C:6](=[O:14])[C:7]([CH3:13])([CH3:12])[CH2:8][C:9]([OH:11])=[O:10])([CH3:4])([CH3:3])[CH3:2].CCN=C=NCCCN(C)C.Cl.[Cl:27][C:28]1[CH:29]=[C:30]([C@@H:34]([NH:36][C:37](=[O:70])/[CH:38]=[CH:39]/[C@:40]23[CH2:66][CH2:65][C:64]([CH:67]([CH3:69])[CH3:68])=[C:41]2[C@@H:42]2[C@@:55]([CH3:58])([CH2:56][CH2:57]3)[C@@:54]3([CH3:59])[C@@H:45]([C@:46]4([CH3:63])[C@@H:51]([CH2:52][CH2:53]3)[C:50]([CH3:61])([CH3:60])[C@@H:49](O)[CH2:48][CH2:47]4)[CH2:44][CH2:43]2)[CH3:35])[CH:31]=[CH:32][CH:33]=1.O>CN(C1C=CN=CC=1)C.C(Cl)Cl>[CH3:12][C:7]([CH3:13])([CH2:8][C:9]([O:11][C@H:49]1[CH2:48][CH2:47][C@@:46]2([CH3:63])[C@@H:51]([CH2:52][CH2:53][C@:54]3([CH3:59])[C@@H:45]2[CH2:44][CH2:43][C@H:42]2[C@@:55]3([CH3:58])[CH2:56][CH2:57][C@@:40]3(/[CH:39]=[CH:38]/[C:37]([NH:36][C@H:34]([C:30]4[CH:31]=[CH:32][CH:33]=[C:28]([Cl:27])[CH:29]=4)[CH3:35])=[O:70])[CH2:66][CH2:65][C:64]([CH:67]([CH3:69])[CH3:68])=[C:41]32)[C:50]1([CH3:60])[CH3:61])=[O:10])[C:6]([O:5][C:1]([CH3:4])([CH3:2])[CH3:3])=[O:14] |f:1.2|. Procedure: To a solution of 4-tert-butoxy-3,3-dimethyl-4-oxobutanoic acid (1.174 g, 5.80 mmol), DMAP (0.709 g, 5.80 mmol) in DCM (20 mL) stirred at rt was added EDCl (1.854 g, 9.67 mmol). The reaction mixture was stirred at rt for 2 h. (E)-N—((S)-1-(3-Chlorophenyl)ethyl)-3-((3aR,5aR,5bR,7aR,9S,11aR,11bR,13aS)-9-hydroxy-1-isopropyl-5a,5b,8,8,11a-pentamethyl-3,3a,4,5,5a,5b,6,7,7a,8,9,10,11,11a,11b,12,13,13a-octadecahydro-2H-cyclopenta[a]chrysen-3a-yl)acrylamide (1.2 g, 1.934 mmol) was added to the reaction m... Starting materials: dicyclohexyl(2′,4′,6′-triisopropyl-[1′,1′-biphenyl]-2-yl)phosphine, C([O-])([O-])=O.[Cs+].[Cs+] (cesium carbonate), C(C)[Si](C#C)(CC)CC (triethyl(ethynyl)silane), ClC=1C2=C(N=CN1)C=C(C=N2)Cl (4,7-dichloropyrido[3,2-d]pyrimidine). The reagents and catalysts are CC#N.CC#N.Cl[Pd]Cl (bis(acetonitrile)palladium (II) chloride). The solvent is C(C)#N (ACN). Reaction conditions: time 25 minute. Yields the product COC=1C=C(C(=NC1)C#N)C#C[Si](CC)(CC)CC (5-Methoxy-3-((triethylsilyl)ethynyl)picolinonitrile). RXN SMILES: [C:1](=[O:4])([O-])[O-].[Cs+].[Cs+].Cl[C:8]1[C:9]2[N:17]=[CH:16][C:15](Cl)=[CH:14][C:10]=2N=C[N:13]=1.[CH2:19]([Si:21]([CH2:26][CH3:27])([CH2:24][CH3:25])[C:22]#[CH:23])[CH3:20]>CC#N.CC#N.Cl[Pd]Cl.C(#N)C>[CH3:1][O:4][C:15]1[CH:14]=[C:10]([C:20]#[C:19][Si:21]([CH2:26][CH3:27])([CH2:24][CH3:25])[CH2:22][CH3:23])[C:9]([C:8]#[N:13])=[N:17][CH:16]=1 |f:0.1.2,5.6.7|. Procedure details: A sealable vessel was charged with bis(acetonitrile)palladium (II) chloride (0.154 g, 0.593 mmol), dicyclohexyl(2′,4′,6′-triisopropyl-[1′,1′-biphenyl]-2-yl)phosphine (0.848 g, 1.780 mmol), cesium carbonate (25.1 g, 77 mmol), the product of Intermediate 9, step 1 (5 g, 29.7 mmol), and ACN (60 mL). The vessel was flushed with argon, sealed, and stirred at RT for 25 minutes. To the reaction was added triethyl(ethynyl)silane (5.41 g, 38.6 mmol), and the vessel was resealed and stirred at 90° C. for ... The reactants are OCCC1SC2=C(NC1=O)C=CC=C2 (2-(2-hydroxyethyl)-2H-1,4-benzothiazin-3(4H)-one), [H-].[Na+] (sodium hydride), CI (methyl iodide). Run in CN(C=O)C (dimethylformamide). Yields the product OCCC1SC2=C(N(C1=O)C)C=CC=C2 (2-(2-hydroxyethyl)-4-methyl-2H-1,4-benzothiazin-3(4H)-one). The yield is 87.4%. As a reaction SMILES: [OH:1][CH2:2][CH2:3][CH:4]1[C:9](=[O:10])[NH:8][C:7]2[CH:11]=[CH:12][CH:13]=[CH:14][C:6]=2[S:5]1.[H-].[Na+].[CH3:17]I>CN(C)C=O>[OH:1][CH2:2][CH2:3][CH:4]1[C:9](=[O:10])[N:8]([CH3:17])[C:7]2[CH:11]=[CH:12][CH:13]=[CH:14][C:6]=2[S:5]1 |f:1.2|. Procedure details: To a solution of 4.18 g of 2-(2-hydroxyethyl)-2H-1,4-benzothiazin-3(4H)-one in 50 ml of dimethylformamide, was added portionwise 0.8 g of 60% sodium hydride in oil with stirring under ice-cooling. After the mixture was stirred for 10 minutes, 1.24 ml of methyl iodide was added thereto. The temperature of the reaction system was then reverted to room temperature and the mixture was stirred for one hour. After dilution with water, the mixture was extracted with ethyl acetate. The ethyl acetate lay... Reactants: Cl (hydrochloric acid), C([O-])(O)=O.[Na+] (sodium bicarbonate), C(C)(C)(C)OC([C@@H](N)CC1=CC=C(C=C1)O)=O (tyrosine-tert-butyl ester), C(C1=CC=CC=C1)=O (benzaldehyde), C(#N)[BH3-].[Na+] (sodium cyanoborohydride). Reaction conditions: time 24 hour. Procedure: 16.9 g (71.5 mmol) of tyrosine-tert-butyl ester and 8.33 g (78.6 mmol) of benzaldehyde are stirred in 50 ml of methanol for 3 hours at 24° C. and then mixed with 3.37 g (53.6 mmol) of sodium cyanoborohydride. After 24 hours of stirring at room temperature, the batch is adjusted to pH 2 by careful addition of semiconcentrated hydrochloric acid, then neutralized with concentrated aqueous sodium bicarbonate solution and, after substantial evaporation of methanol, it is shaken out with ethyl acetate... RXN SMILES: [C:1]([O:5][C:6](=[O:17])[C@H:7]([CH2:9][C:10]1[CH:15]=[CH:14][C:13]([OH:16])=[CH:12][CH:11]=1)[NH2:8])([CH3:4])([CH3:3])[CH3:2].[CH:18](=O)[C:19]1[CH:24]=[CH:23][CH:22]=[CH:21][CH:20]=1.C([BH3-])#N.[Na+].Cl.C(=O)(O)[O-].[Na+]>CO>[C:1]([O:5][C:6](=[O:17])[C@H:7]([CH2:9][C:10]1[CH:15]=[CH:14][C:13]([OH:16])=[CH:12][CH:11]=1)[NH:8][CH2:18][C:19]1[CH:24]=[CH:23][CH:22]=[CH:21][CH:20]=1)([CH3:4])([CH3:2])[CH3:3] |f:2.3,5.6|. Solvent: CO (methanol). The product is C(C)(C)(C)OC([C@@H](NCC1=CC=CC=C1)CC1=CC=C(C=C1)O)=O (N-Benzyl-tyrosine-tert-butyl ester). Run at temperature 125 celsius, time 90 minute. The product is COC(CC1=C(C=CC=C1[N+](=O)[O-])[N+](=O)[O-])=O (Methyl-(2,6-Dinitrophenyl)-acetate). Starting materials: COC(C(C(=O)OC)C1=C(C=CC=C1[N+](=O)[O-])[N+](=O)[O-])=O (dimethyl-2-(2,6-dinitrophenyl)-malonate), Cl(=O)(=O)(=O)O (perchloric acid), CO (methanol), C(C)(=O)OCC (ethyl acetate). The solvent is C(C)(=O)O (acetic acid). The yield is 54.6%. Procedure: 10.08 g (33.8 mmol) of dimethyl-2-(2,6-dinitrophenyl)-malonate is mixed in 54 ml of glacial acetic acid with 2.7 ml of perchloric acid and refluxed at 125° C. In this case, the ethyl acetate that is produced is distilled off. After 90 minutes, the reaction is brought to a halt, since starting material is no longer present according to TLC. The reaction mixture is poured into ice water and extracted three times with ethyl acetate. The combined organic extracts are shaken with 5% sodium bicarbonat... As a reaction SMILES: [CH3:1][O:2][C:3](=[O:21])[CH:4]([C:9]1[C:14]([N+:15]([O-:17])=[O:16])=[CH:13][CH:12]=[CH:11][C:10]=1[N+:18]([O-:20])=[O:19])C(OC)=O.Cl(O)(=O)(=O)=O.C(OCC)(=O)C.CO>C(O)(=O)C>[CH3:1][O:2][C:3](=[O:21])[CH2:4][C:9]1[C:14]([N+:15]([O-:17])=[O:16])=[CH:13][CH:12]=[CH:11][C:10]=1[N+:18]([O-:20])=[O:19]. Starting materials: [Cl-].[Al+3].[Cl-].[Cl-] (aluminum chloride), aqueous solution, C(C)N(C=1C=C(C=CC1)C1OC(=O)C2=CC(=CC=C12)N(C)C)CC (3-(m-diethylaminophenyl)-6-dimethylaminophthalide), CN(C1=CC=CC=C1)C (dimethylaniline), [Cl-].[Al+3].[Cl-].[Cl-] (aluminum chloride), aqueous solution, S(=O)(=O)([O-])OOS(=O)(=O)[O-].[K+].[K+] (potassium persulfate). The solvent is aqueous solution, [OH-].[Na+] (caustic soda), ClCC(Cl)(Cl)Cl (Tetrachloroethane), [OH-].[Na+] (caustic soda), ClCC(Cl)(Cl)Cl (tetrachloroethane). Run at temperature 50 celsius. Product: C(C)N(C=1C=C(C=CC1)C1(OC(=O)C2=CC(=CC=C12)N(C)C)C1=CC=C(C=C1)N(C)C)CC (3-(m-diethylaminophenyl)-3-(p-dimethylaminophenyl)- 6-dimethylaminophthalide). Isolated yield 68.7%. RXN SMILES: [CH2:1]([N:3]([CH2:23][CH3:24])[C:4]1[CH:5]=[C:6]([CH:10]2[C:19]3[C:14](=[CH:15][C:16]([N:20]([CH3:22])[CH3:21])=[CH:17][CH:18]=3)[C:12](=[O:13])[O:11]2)[CH:7]=[CH:8][CH:9]=1)[CH3:2].[CH3:25][N:26]([CH3:33])[C:27]1[CH:32]=[CH:31][CH:30]=[CH:29][CH:28]=1.[Cl-].[Al+3].[Cl-].[Cl-].S(OOS([O-])(=O)=O)([O-])(=O)=O.[K+].[K+]>ClCC(Cl)(Cl)Cl.[OH-].[Na+]>[CH2:23]([N:3]([CH2:1][CH3:2])[C:4]1[CH:5]=[C:6]([C:10]2([C:30]3[CH:31]=[CH:32][C:27]([N:26]([CH3:33])[CH3:25])=[CH:28][CH:29]=3)[C:19]3[C:14](=[CH:15][C:16]([N:20]([CH3:22])[CH3:21])=[CH:17][CH:18]=3)[C:12](=[O:13])[O:11]2)[CH:7]=[CH:8][CH:9]=1)[CH3:24] |f:2.3.4.5,6.7.8,10.11|. Reported procedure: 33 g of 3-(m-diethylaminophenyl)-6-dimethylaminophthalide and 13 g of dimethylaniline were dissolved in 300 cc of tetrachloroethane. 14 g of anhydrous aluminum chloride was added to the solution, and then the mixture was heated at 50° C. for 3 hours with stirring. After the termination of reaction, 30% aqueous solution of caustic soda was added to the mixture to dissolve aluminum chloride while cooling with ice. Tetrachloroethane phase was steam distilled to remove unreacted dimethylaniline and ... Reactants: C[Al](C)C, Fc1cnc(N2CCC(NCc3ccc(Cl)cc3Cl)C2)nc1Cl, C1CCOC1, c1ccc(P(c2ccccc2)(c2ccccc2)[Pd](P(c2ccccc2)(c2ccccc2)c2ccccc2)(P(c2ccccc2)(c2ccccc2)c2ccccc2)P(c2ccccc2)(c2ccccc2)c2ccccc2)cc1. Yields the product Cc1nc(N2CCC(NCc3ccc(Cl)cc3Cl)C2)ncc1F. Reaction SMILES: [CH3:24][Al:25]([CH3:26])[CH3:27].[Cl:1][c:2]1[n:3][c:4]([N:9]2[CH2:10][CH:11]([NH:14][CH2:15][c:16]3[c:17]([Cl:23])[cH:18][c:19]([Cl:22])[cH:20][cH:21]3)[CH2:12][CH2:13]2)[n:5][cH:6][c:7]1[F:8].[O:28]1[CH2:29][CH2:30][CH2:31][CH2:32]1.[cH:33]1[cH:34][cH:35][c:36]([P:37]([Pd:38]([P:39]([c:40]2[cH:41][cH:42][cH:43][cH:44][cH:45]2)([c:46]2[cH:47][cH:48][cH:49][cH:50][cH:51]2)[c:52]2[cH:53][cH:54][cH:55][cH:56][cH:57]2)([P:58]([c:59]2[cH:60][cH:61][cH:62][cH:63][cH:64]2)([c:65]2[cH:66][cH:67][cH:68][cH:69][cH:70]2)[c:71]2[cH:72][cH:73][cH:74][cH:75][cH:76]2)[P:77]([c:78]2[cH:79][cH:80][cH:81][cH:82][cH:83]2)([c:84]2[cH:85][cH:86][cH:87][cH:88][cH:89]2)[c:90]2[cH:91][cH:92][cH:93][cH:94][cH:95]2)([c:96]2[cH:97][cH:98][cH:99][cH:100][cH:101]2)[c:102]2[cH:103][cH:104][cH:105][cH:106][cH:107]2)[cH:108][cH:109]1>>[c:2]1([CH3:24])[n:3][c:4]([N:9]2[CH2:10][CH:11]([NH:14][CH2:15][c:16]3[c:17]([Cl:23])[cH:18][c:19]([Cl:22])[cH:20][cH:21]3)[CH2:12][CH2:13]2)[n:5][cH:6][c:7]1[F:8]. The reactants are C(OC)([O-])[O-] (methyl orthoformate), montmorillonite, OC1=CC=C(C(=O)C2=CC=C(C=C2)O)C=C1 (4,4′-dihydroxybenzophenone), C(CO)O (ethylene glycol), C(OC)([O-])[O-] (methyl orthoformate). Solvent: C(C)(=O)OCC (ethyl acetate). Yields the product OC1=CC=C(C=C1)C1(OCCO1)C1=CC=C(C=C1)O.OC1=CC=C(C(=O)C2=CC=C(C=C2)O)C=C1 (2,2-bis(4-hydroxyphenyl)-1,3-dioxolane 4,4′-dihydroxybenzophenone). As a reaction SMILES: [OH:1][C:2]1[CH:16]=[CH:15][C:5]([C:6]([C:8]2[CH:13]=[CH:12][C:11]([OH:14])=[CH:10][CH:9]=2)=[O:7])=[CH:4][CH:3]=1.[CH2:17](O)[CH2:18][OH:19].C([O-])([O-])OC>C(OCC)(=O)C>[OH:1][C:2]1[CH:16]=[CH:15][C:5]([C:6]2([C:8]3[CH:13]=[CH:12][C:11]([OH:14])=[CH:10][CH:9]=3)[O:19][CH2:18][CH2:17][O:7]2)=[CH:4][CH:3]=1.[OH:1][C:2]1[CH:16]=[CH:15][C:5]([C:6]([C:8]2[CH:13]=[CH:12][C:11]([OH:14])=[CH:10][CH:9]=2)=[O:7])=[CH:4][CH:3]=1 |f:4.5|. Procedure: In a flask equipped with a stirring blade and a thermometer, montmorillonite clay K10 (750 g) and 495 g of 4,4′-dihydroxybenzophenone were charged, and the atmosphere in the flask was replaced by nitrogen. 1,200 mL of ethylene glycol and 500 mL of methyl orthoformate were added and the reaction was carried out at a bath temperature of 110° C. for 8 hours while distilling off by-products produced. 500 mL of methyl orthoformate was added, followed by the reaction for 8 hours, namely, 16 hours in t...